Dataset: the Open Reaction Database (ORD), a public repository of structured organic reaction records. Task: describe an organic reaction: reactants, conditions, products, and yield Starting materials: NC1=CC=C(C=C1)NC1=NC=CC(=N1)NC1=CC(=NN1)C1CC1 (N2-(4-aminophenyl)-N4-(3-cyclopropyl-1H-pyrazol-5-yl)pyrimidine-2,4-diamine), FC(C=1C=C(C(=O)Cl)C=CC1)(F)F (3-(trifluoromethyl)benzoyl chloride). Solvent: C(Cl)Cl (CH2Cl2), C(Cl)Cl (CH2Cl2). Conditions: time 1 hour. The product is C1(CC1)C1=NNC(=C1)NC1=NC(=NC=C1)NC1=CC=C(C=C1)NC(C1=CC(=CC=C1)C(F)(F)F)=O (N-(4-(4-(3-cyclopropyl-1H-pyrazol-5-ylamino)pyrimidin-2-ylamino)phenyl)-3-(trifluoromethyl)benzamide). Reaction SMILES: [NH2:1][C:2]1[CH:7]=[CH:6][C:5]([NH:8][C:9]2[N:14]=[C:13]([NH:15][C:16]3[NH:20][N:19]=[C:18]([CH:21]4[CH2:23][CH2:22]4)[CH:17]=3)[CH:12]=[CH:11][N:10]=2)=[CH:4][CH:3]=1.[F:24][C:25]([F:36])([F:35])[C:26]1[CH:27]=[C:28]([CH:32]=[CH:33][CH:34]=1)[C:29](Cl)=[O:30]>C(Cl)Cl>[CH:21]1([C:18]2[CH:17]=[C:16]([NH:15][C:13]3[CH:12]=[CH:11][N:10]=[C:9]([NH:8][C:5]4[CH:6]=[CH:7][C:2]([NH:1][C:29](=[O:30])[C:28]5[CH:32]=[CH:33][CH:34]=[C:26]([C:25]([F:24])([F:35])[F:36])[CH:27]=5)=[CH:3][CH:4]=4)[N:14]=3)[NH:20][N:19]=2)[CH2:23][CH2:22]1. Procedure details: A solution of N2-(4-aminophenyl)-N4-(3-cyclopropyl-1H-pyrazol-5-yl)pyrimidine-2,4-diamine (0.011 g, 0.035 mmol; Shokat Lab: A. Statsyuk) in CH2Cl2 (10 mL) was cooled in an ice-water bath. To this 3-(trifluoromethyl)benzoyl chloride (0.005 mL, 0.036 mmol) diluted in CH2Cl2 (5 mL) was added drop wise. The reaction was allowed to warm and was left stirring for 1 hour. The reaction proceeded until completion as judged by TLC and LC-MS. The reaction mixture was concentrated in vacuo, resuspended in 5... Starting materials: O=C([O-])[O-], CC(=O)[O-], CC(=O)[O-], Cc1ccccc1, CC(C)N1CCN(c2ccc(N)cc2)CC1, Clc1ccc(I)c2nccn12, [Cs+], [Cs+], [Pd+2]. The product is CC(C)N1CCN(c2ccc(Nc3ccc(Cl)n4ccnc34)cc2)CC1. Reaction SMILES: [C:12](=[O:13])([O-:14])[O-:15].[C:41]([O-:42])(=[O:43])[CH3:44].[C:46]([O-:47])(=[O:48])[CH3:49].[CH3:34][c:35]1[cH:36][cH:37][cH:38][cH:39][cH:40]1.[CH:18]([CH3:19])([CH3:20])[N:21]1[CH2:22][CH2:23][N:24]([c:27]2[cH:28][cH:29][c:30]([NH2:33])[cH:31][cH:32]2)[CH2:25][CH2:26]1.[Cl:1][c:2]1[cH:3][cH:4][c:5]([I:11])[c:6]2[n:7]1[cH:8][cH:9][n:10]2.[Cs+:16].[Cs+:17].[Pd+2:45]>>[Cl:1][c:2]1[cH:3][cH:4][c:5]([NH:33][c:30]2[cH:29][cH:28][c:27]([N:24]3[CH2:23][CH2:22][N:21]([CH:18]([CH3:19])[CH3:20])[CH2:26][CH2:25]3)[cH:32][cH:31]2)[c:6]2[n:7]1[cH:8][cH:9][n:10]2. The reactants are FC1=CC=C2C(NC(C2=C1)=O)(C)C (6-fluoro-3,3-dimethyl-2,3-dihydro-isoindol-1-one), BrC=1C=C(C=NC1)CO ((5-bromo-pyridin-3-yl)-methanol), [C@H]1([C@H](CCCC1)N)N ((1S,2S)-cyclohexane-1,2-diamine), C(=O)([O-])[O-].[Cs+].[Cs+] (Cs2CO3). Reagents/catalysts: [Cu]I (CuI). Run in O1CCOCC1 (dioxane), O (H2O). The product is FC1=CC=C2C(N(C(C2=C1)=O)C=1C=NC=C(C1)CO)(C)C (6-Fluoro-2-(5-hyroxymethyl-pyridin-3-yl)-3,3-dimethyl-2,3-dihydro-isoindol-1-one). Yield: 90.8%. Reaction SMILES: [F:1][C:2]1[CH:10]=[C:9]2[C:5]([C:6]([CH3:13])([CH3:12])[NH:7][C:8]2=[O:11])=[CH:4][CH:3]=1.Br[C:15]1[CH:16]=[C:17]([CH2:21][OH:22])[CH:18]=[N:19][CH:20]=1.[C@H]1(N)CCCC[C@@H]1N.C([O-])([O-])=O.[Cs+].[Cs+]>O1CCOCC1.[Cu]I.O>[F:1][C:2]1[CH:10]=[C:9]2[C:5]([C:6]([CH3:13])([CH3:12])[N:7]([C:15]3[CH:20]=[N:19][CH:18]=[C:17]([CH2:21][OH:22])[CH:16]=3)[C:8]2=[O:11])=[CH:4][CH:3]=1 |f:3.4.5|. Procedure: A mixture of 6-fluoro-3,3-dimethyl-2,3-dihydro-isoindol-1-one (intermediate A-20 [B], 35.8 mg, 0.2 mmol), (5-bromo-pyridin-3-yl)-methanol (74.8 mg, 0.4 mmol), CuI (3.8 mg, 0.02 mmol), (1S,2S)-cyclohexane-1,2-diamine (4.5 mg, 0.04 mmol) and Cs2CO3 (130 mg, 0.4 mmol) were dissolved in dioxane (5 mL). The reaction mixture was subjected to microwave reaction at 140° C. for 1 hour before it was poured into H2O (50 mL) and extracted with EtOAc (2×25 mL). The organic layer was washed with brine, dried ... Reactants: CC(=O)O, CCOC(C)=O, COC(=O)c1ccc(-c2cnc(C(=O)CCCCCCc3ccccc3)o2)nc1. Product: O=C(O)c1ccc(-c2cnc(C(=O)CCCCCCc3ccccc3)o2)nc1. As a reaction SMILES: [C:30]([OH:31])(=[O:32])[CH3:33].[CH3:34][CH2:35][O:36][C:37]([CH3:38])=[O:39].[c:1]1([CH2:7][CH2:8][CH2:9][CH2:10][CH2:11][CH2:12][C:13](=[O:14])[c:15]2[o:16][c:17](-[c:20]3[n:21][cH:22][c:23]([C:24](=[O:25])[O:26][CH3:27])[cH:28][cH:29]3)[cH:18][n:19]2)[cH:2][cH:3][cH:4][cH:5][cH:6]1>>[c:1]1([CH2:7][CH2:8][CH2:9][CH2:10][CH2:11][CH2:12][C:13](=[O:14])[c:15]2[o:16][c:17](-[c:20]3[n:21][cH:22][c:23]([C:24](=[O:25])[OH:26])[cH:28][cH:29]3)[cH:18][n:19]2)[cH:2][cH:3][cH:4][cH:5][cH:6]1.